This data is from the Open Reaction Database (ORD), a public repository of structured organic reaction records. The task is: describe an organic reaction: reactants, conditions, products, and yield The reactants are [N+](=O)([O-])C1=C(N)C=CC=C1 (2-nitroaniline), ClC1=NC=CN=C1Cl (2,3-dichloropyrazine). Yields the product [N+](=O)([O-])C1=C(C=CC=C1)NC1=NC=CN=C1Cl (2-[(2-Nitrophenyl)amino]-3-chloropyrazine). The yield is 67.6%. RXN SMILES: [N+:1]([C:4]1[CH:10]=[CH:9][CH:8]=[CH:7][C:5]=1[NH2:6])([O-:3])=[O:2].[Cl:11][C:12]1[C:17](Cl)=[N:16][CH:15]=[CH:14][N:13]=1>>[N+:1]([C:4]1[CH:10]=[CH:9][CH:8]=[CH:7][C:5]=1[NH:6][C:17]1[C:12]([Cl:11])=[N:13][CH:14]=[CH:15][N:16]=1)([O-:3])=[O:2]. Reported procedure: Starting with 41.4 g of 2-nitroaniline and 35.0 g of 2,3-dichloropyrazine, 39.8 g of the title compound was obtained by the same method as the one described in Production Example 120. Starting materials: CO, Fc1nc(F)c(F)c(F)c1F, O=C(c1ccccc1)c1ccccc1. Product: OCc1c(F)c(F)nc(F)c1F. As a reaction SMILES: [CH3:26][OH:27].[F:1][c:2]1[c:3]([F:11])[c:4]([F:10])[c:5]([F:9])[c:6]([F:8])[n:7]1.[O:12]=[C:13]([c:14]1[cH:15][cH:16][cH:17][cH:18][cH:19]1)[c:20]1[cH:21][cH:22][cH:23][cH:24][cH:25]1>>[F:1][c:2]1[c:3]([F:11])[c:4]([CH2:13][OH:12])[c:5]([F:9])[c:6]([F:8])[n:7]1. Starting materials: C(=O)(O)[O-].[Na+] (NaHCO3), O=C1C2=C(NC=C1C#N)C=CS2 (7-oxo-4,7-dihydro-thieno[3,2-b]pyridine-6-carbonitrile), P(=O)(Cl)(Cl)Cl (phosphorus oxychloride), ice water. The solvent is ClCCl (dichloromethane). Yields the product ClC1=C2C(=NC=C1C#N)C=CS2 (7-Chloro-thieno[3,2-b]pyridine-6-carbonitrile). Isolated yield 71.0%. RXN SMILES: O=[C:2]1[C:7]([C:8]#[N:9])=[CH:6][NH:5][C:4]2[CH:10]=[CH:11][S:12][C:3]1=2.P(Cl)(Cl)([Cl:15])=O.C([O-])(O)=O.[Na+]>ClCCl>[Cl:15][C:2]1[C:7]([C:8]#[N:9])=[CH:6][N:5]=[C:4]2[CH:10]=[CH:11][S:12][C:3]=12 |f:2.3|. Procedure details: A stirred mixture of 7-oxo-4,7-dihydro-thieno[3,2-b]pyridine-6-carbonitrile (0.668 g, 3.8 mmol) and 6 ml of phosphorus oxychloride was heated to reflux for 2 h, and then cooled to room temperature. The residue was added to ice water and dichloromethane, and the resulting mixture was neutralized by addition of solid NaHCO3 carefully. The organic layer was separated, washed with H2O, dried over MgSO4, and concentrated in vacuum to give 0.526 g (71%) of a red-brown solid. 1H NMR (300 MHz, DMSO-d6) ... Reactants: S1C(=NC2=C1C=CC=C2)N[C@@H]2C[C@H](C2)NC(C(C)(C)C=2C(=NC=CC2)Cl)=O (N-(Trans-3-(benzo[d]thiazol-2-ylamino)cyclobutyl)-2-(2-chloropyridin-3-yl)-2-methylpropanamide), CC(C)([O-])C.[Na+] (sodium t-butoxide), chloro(2-dicyclohexylphosphino-2′,6′-di-1-propoxy-1,1′-biphenyl)[2-(2-aminoethyl-phenyl)]palladium(ii), C(C)(C)(C)OC (methyl t-butyl ether). Conditions: temperature 80 celsius. Product: S1C(=NC2=C1C=CC=C2)N[C@@H]2C[C@H](C2)N2C(C(C=1C2=NC=CC1)(C)C)=O (1-(trans-3-(benzo[d]thiazol-2-ylamino)cyclobutyl)-3,3-dimethyl-1H-pyrrolo[2,3-b]pyridin-2(3H)-one). Yield: 58.3%. As a reaction SMILES: [S:1]1[C:5]2[CH:6]=[CH:7][CH:8]=[CH:9][C:4]=2[N:3]=[C:2]1[NH:10][C@H:11]1[CH2:14][C@H:13]([NH:15][C:16](=[O:27])[C:17]([C:20]2[C:21](Cl)=[N:22][CH:23]=[CH:24][CH:25]=2)([CH3:19])[CH3:18])[CH2:12]1.CC(C)([O-])C.[Na+].C(OC)(C)(C)C>>[S:1]1[C:5]2[CH:6]=[CH:7][CH:8]=[CH:9][C:4]=2[N:3]=[C:2]1[NH:10][C@H:11]1[CH2:14][C@H:13]([N:15]2[C:21]3=[N:22][CH:23]=[CH:24][CH:25]=[C:20]3[C:17]([CH3:19])([CH3:18])[C:16]2=[O:27])[CH2:12]1 |f:1.2|. Reported procedure: N-(Trans-3-(benzo[d]thiazol-2-ylamino)cyclobutyl)-2-(2-chloropyridin-3-yl)-2-methylpropanamide (0.086 g, 0.216 mmol), sodium t-butoxide (0.040 g, 0.416 mmol), and chloro(2-dicyclohexylphosphino-2′,6′-di-1-propoxy-1,1′-biphenyl)[2-(2-aminoethyl-phenyl)]palladium(ii), methyl t-butyl ether adduct (0.010 g, 0.012 mmol) were sealed in a microwave vessel under argon. Dry, sparged dioxane (0.5 mL) was added and the reaction heated at 80° C. After 35 minutes the mixture was cooled and partitioned betwee... The reactants are O.C1(=CC=C(C=C1)S(=O)(=O)O)C (p-Toluene sulfonic acid monohydrate), BrN1C(CCC1=O)=O (N-bromosuccinimide), C(CC(=O)OC)(=O)OC (dimethyl malonate). Run in C(C)OC(C)=O.CCCCCC (ethylacetate hexane). Product: COC(C(C(=O)OC)Br)=O (dimethyl-2-bromomalonate). RXN SMILES: O.C1(C)C=CC(S(O)(=O)=O)=CC=1.[Br:13]N1C(=O)CCC1=O.[C:21]([O:28][CH3:29])(=[O:27])[CH2:22][C:23]([O:25][CH3:26])=[O:24]>C(OC(=O)C)C.CCCCCC>[CH3:26][O:25][C:23](=[O:24])[CH:22]([Br:13])[C:21]([O:28][CH3:29])=[O:27] |f:0.1,4.5|. Procedure details: p-Toluene sulfonic acid monohydrate (11.0 g, 0.057 mol) and N-bromosuccinimide (1.74 g, 0.009 mol) were slowly added to a stirred solution of dimethyl malonate (5.0 g, 0.037 mol) in CH3CH (30 mL). The resulting mixture was heated at reflux for 2 hours, evaporated and dissolved in dichloromethane. The organic layer was washed with H2O, dried over MgSO4 and concentrated. An analytically pure sample was to obtained by column chromatography on silica gel using a 1:4 mixture of ethylacetate/hexane. Y... The reactants are ClC(Cl)Cl, CC(C)(C)OC(=O)N1CC2C(CCC3(C)C(CO)CCC23)C2(C)CCC(O)C=C12. The product is CC(C)(C)OC(=O)N1CC2C(CCC3(C)C(CO)CCC23)C2(C)CCC(=O)C=C12. As a reaction SMILES: [CH:30]([Cl:31])([Cl:32])[Cl:33].[OH:1][CH2:2][CH:3]1[C:4]2([CH3:5])[CH:6]([CH2:7][CH2:8]1)[CH:9]1[CH2:10][N:11]([C:23](=[O:24])[O:25][C:26]([CH3:27])([CH3:28])[CH3:29])[C:12]3=[CH:13][CH:14]([OH:22])[CH2:15][CH2:16][C:17]3([CH3:18])[CH:19]1[CH2:20][CH2:21]2>>[OH:1][CH2:2][CH:3]1[C:4]2([CH3:5])[CH:6]([CH2:7][CH2:8]1)[CH:9]1[CH2:10][N:11]([C:23](=[O:24])[O:25][C:26]([CH3:27])([CH3:28])[CH3:29])[C:12]3=[CH:13][C:14](=[O:22])[CH2:15][CH2:16][C:17]3([CH3:18])[CH:19]1[CH2:20][CH2:21]2.